This data is from the Open Reaction Database (ORD), a public repository of structured organic reaction records. The task is: describe an organic reaction: reactants, conditions, products, and yield The reactants are C(C)(C)(C)OC(=O)C1(CCC1)O\N=C(/C(=O)O)\C=1OC=CC1 (Z-2-(1-tertbutyloxycarbonylcyclobutyloxyimino)-2-(fur-2-yl)acetic acid), ( ε17,000 ), C1CCC1 (cyclobutane), 7(a), CCO (EtOH). Run in CS(=O)C (DMSO). Product: C(C)(C)(C)OC(=O)C1(CCC1)O\N=C(/C(=O)OC)\C=1OC=CC1 (Methyl Z-2-(1-tert-Butyloxycarbonylcyclobutyloxyimino)-2-(fur-2-yl)acetate). The yield is 98.0%. Reaction SMILES: [C:1]([O:5][C:6]([C:8]1([O:12]/[N:13]=[C:14](/[C:18]2[O:19][CH:20]=[CH:21][CH:22]=2)\[C:15]([OH:17])=[O:16])[CH2:11][CH2:10][CH2:9]1)=[O:7])([CH3:4])([CH3:3])[CH3:2].[CH3:23]CO.C1CCC1>CS(C)=O>[C:1]([O:5][C:6]([C:8]1([O:12]/[N:13]=[C:14](/[C:18]2[O:19][CH:20]=[CH:21][CH:22]=2)\[C:15]([O:17][CH3:23])=[O:16])[CH2:11][CH2:10][CH2:9]1)=[O:7])([CH3:4])([CH3:2])[CH3:3]. Procedure: This compound was prepared from Z-2-(1-tertbutyloxycarbonylcyclobutyloxyimino)-2-(fur-2-yl)acetic acid as described in Preparation 7(a). λmax (EtOH) 281.5 nm (ε17,000), νmax (Nujol) 1745 (--CO2R), 1723 cm-1 (α,β-unsaturated --CO2R), τ(DMSO d6) 8.59 (--C(Me)3), 7.3-8.4 (cyclobutane), 2.1, 3.15, 3.35 (furyl), 6.09 (--CO2CH3). Yield 98%.